Dataset: the Open Reaction Database (ORD), a public repository of structured organic reaction records. Task: describe an organic reaction: reactants, conditions, products, and yield The reactants are CCN(C(C)C)C(C)C, O=[N+]([O-])c1ncc(Br)nc1-c1ccc(Cl)cc1Cl, NCCNc1ccc([N+](=O)[O-])cn1, CN(C)C=O. Yields the product O=[N+]([O-])c1ccc(NCCNc2cnc([N+](=O)[O-])c(-c3ccc(Cl)cc3Cl)n2)nc1. As a reaction SMILES: [CH:32]([N:33]([CH:34]([CH3:35])[CH3:36])[CH2:37][CH3:38])([CH3:39])[CH3:40].[Cl:1][c:2]1[c:3](-[c:9]2[c:10]([N+:16](=[O:17])[O-:18])[n:11][cH:12][c:13]([Br:15])[n:14]2)[cH:4][cH:5][c:6]([Cl:8])[cH:7]1.[NH2:19][CH2:20][CH2:21][NH:22][c:23]1[n:24][cH:25][c:26]([N+:29](=[O:30])[O-:31])[cH:27][cH:28]1.[O:41]=[CH:42][N:43]([CH3:44])[CH3:45]>>[Cl:1][c:2]1[c:3](-[c:9]2[c:10]([N+:16](=[O:17])[O-:18])[n:11][cH:12][c:13]([NH:19][CH2:20][CH2:21][NH:22][c:23]3[n:24][cH:25][c:26]([N+:29](=[O:30])[O-:31])[cH:27][cH:28]3)[n:14]2)[cH:4][cH:5][c:6]([Cl:8])[cH:7]1. Starting materials: C(#N)C=1C=NC2=CC(=C(C=C2C1Cl)OC)OC (3-cyano-4-chloro-6,7-dimethoxy quinoline), NC=1C=NC=C(C1)Br (3-amino-5-bromo pyridine), O.C1(=CC=C(C=C1)S(=O)(=O)O)C (p-toluenesulfonic acid monohydrate). The solvent is COCCO (2-methoxy ethanol). Conditions: temperature 153 celsius. The product is BrC=1C=C(C=NC1)NC1=C(C=NC2=CC(=C(C=C12)OC)OC)C#N (4-[(5-bromo-3--pyridinyl)amino]-6,7-dimethoxy-3-quinolinecarbonitrile). Reaction SMILES: [C:1]([C:3]1[CH:4]=[N:5][C:6]2[C:11]([C:12]=1Cl)=[CH:10][C:9]([O:14][CH3:15])=[C:8]([O:16][CH3:17])[CH:7]=2)#[N:2].[NH2:18][C:19]1[CH:20]=[N:21][CH:22]=[C:23]([Br:25])[CH:24]=1.O.C1(C)C=CC(S(O)(=O)=O)=CC=1>COCCO>[Br:25][C:23]1[CH:24]=[C:19]([NH:18][C:12]2[C:11]3[C:6](=[CH:7][C:8]([O:16][CH3:17])=[C:9]([O:14][CH3:15])[CH:10]=3)[N:5]=[CH:4][C:3]=2[C:1]#[N:2])[CH:20]=[N:21][CH:22]=1 |f:2.3|. Reported procedure: A mixture of 249 mg (1 mmole) of 3-cyano-4-chloro-6,7-dimethoxy quinoline, 346 mg (2 mmoles) of 3-amino-5-bromo pyridine and 20 mg (about 0.1 mmole) of p-toluenesulfonic acid monohydrate in 5 ml of 2-methoxy ethanol was stirred and refluxed in an oil bath at 153° C. for 7 hours. On cooling overnight to room temperature, the solid was filtered and washed with ethanol, then with ether to give 287 mg (74.5%) of N-[4-[(5-bromo-3--pyridinyl)amino]-6,7-dimethoxy-3-quinolinecarbonitrile, which melted a... Starting materials: ClC=1C=C(C(=O)OO)C=CC1 (3-chloroperoxybenzoic acid), FC1=CC(=C(C=C1)C(CSC)=O)NC (1-(4-fluoro-2-methylaminophenyl)-2(methylthio)ethanone). Solvent: ClCCl (dichloromethane), ClCCl (dichloromethane). Conditions: time 2 hour. Yields the product FC1=CC(=C(C=C1)C(CS(=O)C)=O)NC (1-(4-fluoro-2-methylaminophenyl)-2-methylsulphinylethanone). RXN SMILES: ClC1C=C(C=CC=1)C(OO)=[O:6].[F:12][C:13]1[CH:18]=[CH:17][C:16]([C:19](=[O:23])[CH2:20][S:21][CH3:22])=[C:15]([NH:24][CH3:25])[CH:14]=1>ClCCl>[F:12][C:13]1[CH:18]=[CH:17][C:16]([C:19](=[O:23])[CH2:20][S:21]([CH3:22])=[O:6])=[C:15]([NH:24][CH3:25])[CH:14]=1. Reported procedure: A solution of 3-chloroperoxybenzoic acid (3.49 g) in dichloromethane (80 ml) was added to a stirred solution of 1-(4-fluoro-2-methylaminophenyl)-2(methylthio)ethanone (4.3 g), prepared in a similar manner to that described in Example 2, in dichloromethane (75 ml) under nitrogen over 15 minutes whilst maintaining the temperature below 25°. The mixture was stirred for a further 2 hours at ambient temperature. The solution was washed with saturated aqueous sodium hydrogen carbonate solution (3×50 m... The reactants are COc1ccc(CC(=O)O)c(Br)c1, CO, O=S(=O)(O)O. The product is COC(=O)Cc1ccc(OC)cc1Br. As a reaction SMILES: [Br:1][c:2]1[c:3]([CH2:10][C:11](=[O:12])[OH:13])[cH:4][cH:5][c:6]([O:8][CH3:9])[cH:7]1.[CH3:19][OH:20].[S:14](=[O:15])(=[O:16])([OH:17])[OH:18]>>[Br:1][c:2]1[c:3]([CH2:10][C:11]([O:12][CH3:19])=[O:13])[cH:4][cH:5][c:6]([O:8][CH3:9])[cH:7]1. Reactants: CC(C)(C)OC(=O)N(C(=O)OC(C)(C)C)c1nccc2cc(NC(C(=O)O)c3ccc(CCNS(=O)(=O)c4cccc(C#N)c4)cc3)ccc12, CO. Yields the product CC(C)(C)OC(=O)N(C(=O)OC(C)(C)C)c1nccc2cc(NC(C(=O)O)c3ccc(CCNS(=O)(=O)c4cccc(CN)c4)cc3)ccc12. RXN SMILES: [C:1]([CH3:2])([CH3:3])([CH3:4])[O:5][C:6](=[O:7])[N:8]([c:9]1[n:10][cH:11][cH:12][c:13]2[cH:14][c:15]([NH:19][CH:20]([C:21](=[O:22])[OH:23])[c:24]3[cH:25][cH:26][c:27]([CH2:30][CH2:31][NH:32][S:33](=[O:34])(=[O:35])[c:36]4[cH:37][c:38]([C:42]#[N:43])[cH:39][cH:40][cH:41]4)[cH:28][cH:29]3)[cH:16][cH:17][c:18]12)[C:44](=[O:45])[O:46][C:47]([CH3:48])([CH3:49])[CH3:50].[CH3:51][OH:52]>>[C:1]([CH3:2])([CH3:3])([CH3:4])[O:5][C:6](=[O:7])[N:8]([c:9]1[n:10][cH:11][cH:12][c:13]2[cH:14][c:15]([NH:19][CH:20]([C:21](=[O:22])[OH:23])[c:24]3[cH:25][cH:26][c:27]([CH2:30][CH2:31][NH:32][S:33](=[O:34])(=[O:35])[c:36]4[cH:37][c:38]([CH2:42][NH2:43])[cH:39][cH:40][cH:41]4)[cH:28][cH:29]3)[cH:16][cH:17][c:18]12)[C:44](=[O:45])[O:46][C:47]([CH3:48])([CH3:49])[CH3:50]. The reactants are IC=1C(=C(C(=O)O)C=CC1)C (3-iodo-2-methyl-benzoic acid), S(=O)(Cl)Cl (thionyl chloride), C(C)O (ethanol). Yields the product C(C)OC(C1=C(C(=CC=C1)I)C)=O (3-Iodo-2-methyl-benzoic acid ethyl ester). Reaction SMILES: [I:1][C:2]1[C:3]([CH3:11])=[C:4]([CH:8]=[CH:9][CH:10]=1)[C:5]([OH:7])=[O:6].S(Cl)(Cl)=O.[CH2:16](O)[CH3:17]>>[CH2:16]([O:6][C:5](=[O:7])[C:4]1[CH:8]=[CH:9][CH:10]=[C:2]([I:1])[C:3]=1[CH3:11])[CH3:17]. Reported procedure: To a stirred solution of 3-iodo-2-methyl-benzoic acid (30 g, 0.11 mol) in ethanol (425 mL) was added thionyl chloride (42 mL, 0.57 mol) at 0° C. The mixture was refluxed for 4.5 h before it was cooled to room temperature and concentrated in vacuo. The residue was partitioned between ethyl ether and saturated sodium bicarbonate solution. The organic layer was washed with brine, dried over anhydrous sodium sulfate and was concentrated in vacuo to give the title compound as a pale yellow oil (32.28... Reactants: CNC (dimethylamine), ClC=1C=C2C=CNC2=CC1 (5-Chloro-1H-indole), C=O (formaldehyde). The solvent is O1CCOCC1 (dioxane), O1CCOCC1 (dioxane), C(C)(=O)O (acetic acid). Run at time 18 hour. The product is CN(C)CC1=CNC2=CC=C(C=C12)Cl (3-(dimethylaminomethyl)-5-chloro-1H-indole). As a reaction SMILES: [CH3:1][NH:2][CH3:3].[CH2:4]=O.[Cl:6][C:7]1[CH:8]=[C:9]2[C:13](=[CH:14][CH:15]=1)[NH:12][CH:11]=[CH:10]2>O1CCOCC1.C(O)(=O)C>[CH3:1][N:2]([CH2:4][C:10]1[C:9]2[C:13](=[CH:14][CH:15]=[C:7]([Cl:6])[CH:8]=2)[NH:12][CH:11]=1)[CH3:3]. Procedure: Aqueous dimethylamine (8.0 mL, 63.7 mmol) and aqueous formaldehyde (4.8 mL, 64.0 mL) were combined in dioxane (50 mL) and acetic acid (50 mL). 5-Chloro-1H-indole (9.5 g, 62.5 mmol) in dioxane (30 mL) was added dropwise to the mixture, which was then was stirred at room temperature for 18 hours. The mixture was concentrated to approximately 50 mL by rotary evaporation, diluted with water (≈500 mL), and extracted with ether (~200 mL). The aqueous phase was separated, cooled, made basic with sodium...